Dataset: the Open Reaction Database (ORD), a public repository of structured organic reaction records. Task: describe an organic reaction: reactants, conditions, products, and yield The reactants are C(CC(=O)O)(=O)O (malonic acid), N1CCCCC1 (piperidine), COC(CCC1=CN(C2=CC=C(C=C12)OC)S(=O)(=O)C1=CC=C(C=C1)OC)=O (3-[5-Methoxy-1-(4-methoxy-benzenesulfonyl)-1H-indol-3-yl]-propionic acid methyl ester). Solvent: C(C)(=O)OCC (ethyl acetate), N1=CC=CC=C1 (pyridine). Run at temperature 80 celsius. Yields the product COC1=CC=C(C=C1)S(=O)(=O)N1C=C(C2=CC(=CC=C12)OC)C=CC(=O)O (3-[1-(4-Methoxy benzenesulfonyl)-5-methoxy-1H-indol-3-yl]-acrylic acid). RXN SMILES: C[O:2][C:3](=[O:28])[CH2:4][CH2:5][C:6]1[C:14]2[C:9](=[CH:10][CH:11]=[C:12]([O:15][CH3:16])[CH:13]=2)[N:8]([S:17]([C:20]2[CH:25]=[CH:24][C:23]([O:26][CH3:27])=[CH:22][CH:21]=2)(=[O:19])=[O:18])[CH:7]=1.C(O)(=O)CC(O)=O.N1CCCCC1>N1C=CC=CC=1.C(OCC)(=O)C>[CH3:27][O:26][C:23]1[CH:24]=[CH:25][C:20]([S:17]([N:8]2[C:9]3[C:14](=[CH:13][C:12]([O:15][CH3:16])=[CH:11][CH:10]=3)[C:6]([CH:5]=[CH:4][C:3]([OH:28])=[O:2])=[CH:7]2)(=[O:18])=[O:19])=[CH:21][CH:22]=1. Procedure details: To a solution of 1-(4-Methoxy benzenesulfonyl)-5-methoxy-1H-indole-3-carbaldehyde 5 (0.51 g, 1.5 mmol) dissolved in pyridine (10 mL), malonic acid (0.53 g, 5.1 mmol) and piperidine, (1 mL) were combined in a reaction vessel. The yellow solution was heated for 3 hours at 80° C. The reaction was allowed to cool to ambient temperature and diluted with 150 mL of ethyl acetate. The organic layer was washed with 1N HCl (6×50 mL) and saturated sodium chloride solution (1×50 mL). After drying over sodiu... Reactants: ClC(=O)OCC (Ethyl chloroforrnate), NC1=CC=C(C=C1)N1C=CC=C1 (1-(4-aminophenyl)pyrrole). Solvent: N1=CC=CC=C1 (pyridine). Conditions: time 1.5 hour. Product: C(C)OC(=O)NC1=CC=C(C=C1)N1C=CC=C1 (1-(4-Ethoxycarbonylaminophenyl)pyrrole). Reaction SMILES: Cl[C:2]([O:4][CH2:5][CH3:6])=[O:3].[NH2:7][C:8]1[CH:13]=[CH:12][C:11]([N:14]2[CH:18]=[CH:17][CH:16]=[CH:15]2)=[CH:10][CH:9]=1>N1C=CC=CC=1>[CH2:5]([O:4][C:2]([NH:7][C:8]1[CH:9]=[CH:10][C:11]([N:14]2[CH:18]=[CH:17][CH:16]=[CH:15]2)=[CH:12][CH:13]=1)=[O:3])[CH3:6]. Reported procedure: Ethyl chloroforrnate (0.38 ml) was added dropwisc to a stirred solution of 1-(4-aminophenyl)pyrrole (0.56 g, 3.54 mmol , Corelli et al., Farmaco. Ed. Sci., 1983, 38, 219) in pyridine (5 ml) at 5-10° C. for 15 minutes. The cooling bath was removed and stirring continued for 1.5 hours. The mixture was evaporated and the residue was purified by flash column chromatography on silica gel, eluting with a gradient of 1-4% MeOH in dichloromethane to give the title product (0.43 g) as a solid. Procedure: 5-Isopropyl-6-(3,5-dimethylbenzoyl)-2,4-pyrimidinedione and 2,5-difluorobenzyl bromide were reacted by the same way with the example 1 to obtain the titled compound (200 mg, yield: 48.5%). Reactants: C(C)(C)C=1C(NC(NC1C(C1=CC(=CC(=C1)C)C)=O)=O)=O (5-Isopropyl-6-(3,5-dimethylbenzoyl)-2,4-pyrimidinedione), FC1=C(CBr)C=C(C=C1)F (2,5-difluorobenzyl bromide). RXN SMILES: [CH:1]([C:4]1[C:5](=[O:21])[NH:6][C:7](=[O:20])[NH:8][C:9]=1[C:10](=[O:19])[C:11]1[CH:16]=[C:15]([CH3:17])[CH:14]=[C:13]([CH3:18])[CH:12]=1)([CH3:3])[CH3:2].[F:22][C:23]1[CH:30]=[CH:29][C:28]([F:31])=[CH:27][C:24]=1[CH2:25]Br>>[F:22][C:23]1[CH:30]=[CH:29][C:28]([F:31])=[CH:27][C:24]=1[CH2:25][N:8]1[C:9]([C:10](=[O:19])[C:11]2[CH:12]=[C:13]([CH3:18])[CH:14]=[C:15]([CH3:17])[CH:16]=2)=[C:4]([CH:1]([CH3:3])[CH3:2])[C:5](=[O:21])[NH:6][C:7]1=[O:20]. Yields the product FC1=C(CN2C(NC(C(=C2C(C2=CC(=CC(=C2)C)C)=O)C(C)C)=O)=O)C=C(C=C1)F (1-(2,5-Difluorobenzyl)-5-isopropyl-6-(3,5-dimethylbenzoyl)-2,4-pyrimidinedione). Isolated yield 48.5%. Reactants: CO, Cc1ccccc1, O=C(O)CC(NC(=O)c1ccc(F)c(C(F)(F)F)c1)(c1ccc(F)cc1)c1cc(F)cc(OC(F)(F)C(F)F)c1, [K+], [K+], O=C([O-])[O-]. Yields the product COC(=O)CC(NC(=O)c1ccc(F)c(C(F)(F)F)c1)(c1ccc(F)cc1)c1cc(F)cc(OC(F)(F)C(F)F)c1. RXN SMILES: [CH3:41][OH:42].[CH3:49][c:50]1[cH:51][cH:52][cH:53][cH:54][cH:55]1.[F:1][c:2]1[c:3]([C:37]([F:38])([F:39])[F:40])[cH:4][c:5]([C:6](=[O:7])[NH:8][C:9]([CH2:10][C:11](=[O:12])[OH:13])([c:14]2[cH:15][cH:16][c:17]([F:20])[cH:18][cH:19]2)[c:21]2[cH:22][c:23]([F:34])[cH:24][c:25]([O:27][C:28]([CH:29]([F:30])[F:31])([F:32])[F:33])[cH:26]2)[cH:35][cH:36]1.[K+:43].[K+:44].[O-:45][C:46]([O-:47])=[O:48]>>[F:1][c:2]1[c:3]([C:37]([F:38])([F:39])[F:40])[cH:4][c:5]([C:6](=[O:7])[NH:8][C:9]([CH2:10][C:11](=[O:12])[O:13][CH3:46])([c:14]2[cH:15][cH:16][c:17]([F:20])[cH:18][cH:19]2)[c:21]2[cH:22][c:23]([F:34])[cH:24][c:25]([O:27][C:28]([CH:29]([F:30])[F:31])([F:32])[F:33])[cH:26]2)[cH:35][cH:36]1. The reactants are Nc1c(Br)ccc2c1OCO2, CN([SiH](C)C)[Si](C)(C)C, COc1cc2c(Cl)ncnc2cc1OCCCN1CCCCC1, [Na], CN(C)C=O, O. Yields the product COc1cc2c(Nc3c(Br)ccc4c3OCO4)ncnc2cc1OCCCN1CCCCC1. RXN SMILES: [Br:11][c:12]1[cH:13][cH:14][c:15]2[c:16]([c:17]1[NH2:18])[O:19][CH2:20][O:21]2.[CH3:1][SiH:2]([CH3:3])[N:4]([CH3:5])[Si:6]([CH3:7])([CH3:8])[CH3:9].[Cl:22][c:23]1[n:24][cH:25][n:26][c:27]2[cH:28][c:29]([O:35][CH2:36][CH2:37][CH2:38][N:39]3[CH2:40][CH2:41][CH2:42][CH2:43][CH2:44]3)[c:30]([O:33][CH3:34])[cH:31][c:32]12.[Na:10].[O:45]=[CH:46][N:47]([CH3:48])[CH3:49].[OH2:50]>>[Br:11][c:12]1[cH:13][cH:14][c:15]2[c:16]([c:17]1[NH:18][c:23]1[n:24][cH:25][n:26][c:27]3[cH:28][c:29]([O:35][CH2:36][CH2:37][CH2:38][N:39]4[CH2:40][CH2:41][CH2:42][CH2:43][CH2:44]4)[c:30]([O:33][CH3:34])[cH:31][c:32]13)[O:19][CH2:20][O:21]2.